This data is from the Open Reaction Database (ORD), a public repository of structured organic reaction records. The task is: describe an organic reaction: reactants, conditions, products, and yield Starting materials: C1CCOC1, CCCCC(Oc1c(C)cc(C=CC(=O)OCC)cc1C)c1cccc(-c2ccc(C(F)(F)F)cc2)n1, CO, Cl, [Na+], [OH-]. Product: CCCCC(Oc1c(C)cc(C=CC(=O)O)cc1C)c1cccc(-c2ccc(C(F)(F)F)cc2)n1. As a reaction SMILES: [CH2:41]1[O:42][CH2:43][CH2:44][CH2:45]1.[CH3:1][c:2]1[cH:3][c:4]([CH:31]=[CH:32][C:33](=[O:34])[O:35][CH2:36][CH3:37])[cH:5][c:6]([CH3:30])[c:7]1[O:8][CH:9]([CH2:10][CH2:11][CH2:12][CH3:13])[c:14]1[n:15][c:16](-[c:20]2[cH:21][cH:22][c:23]([C:26]([F:27])([F:28])[F:29])[cH:24][cH:25]2)[cH:17][cH:18][cH:19]1.[CH3:46][OH:47].[ClH:40].[Na+:39].[OH-:38]>>[CH3:1][c:2]1[cH:3][c:4]([CH:31]=[CH:32][C:33](=[O:34])[OH:35])[cH:5][c:6]([CH3:30])[c:7]1[O:8][CH:9]([CH2:10][CH2:11][CH2:12][CH3:13])[c:14]1[n:15][c:16](-[c:20]2[cH:21][cH:22][c:23]([C:26]([F:27])([F:28])[F:29])[cH:24][cH:25]2)[cH:17][cH:18][cH:19]1. The reactants are COc1ccc(B(O)O)cc1, O=c1cc(Cl)cn[nH]1, Cl[Pd]Cl, [Na+], [Na+], O=C([O-])[O-], C1COCCO1. The product is COc1ccc(-c2cn[nH]c(=O)c2)cc1. Reaction SMILES: [CH3:9][O:10][c:11]1[cH:12][cH:13][c:14]([B:17]([OH:18])[OH:19])[cH:15][cH:16]1.[Cl:1][c:2]1[cH:3][c:4](=[O:8])[nH:5][n:6][cH:7]1.[Cl:26][Pd:27][Cl:28].[Na+:20].[Na+:21].[O-:22][C:23](=[O:24])[O-:25].[O:29]1[CH2:30][CH2:31][O:32][CH2:33][CH2:34]1>>[c:2]1(-[c:14]2[cH:13][cH:12][c:11]([O:10][CH3:9])[cH:16][cH:15]2)[cH:3][c:4](=[O:8])[nH:5][n:6][cH:7]1. Reactants: CN=C=S (methyl isothiocyanate), COC([C@@H](N)CCCCNC(=O)OCC1=CC=CC=C1)=O (Nε-benzyloxycarbonyl-L-lysine methyl ester), N[C@@H](CCCCN)C(=O)O (L-lysine). Solvent: C(C)#N (acetonitrile). The product is C(C1=CC=CC=C1)OC(=O)NCCCCC1C(N(C(N1)=S)C)=O (5-(4-Benzyloxycarbonylaminobutyl)-3-methyl-2-thiohydantoin). Isolated yield 22.4%. RXN SMILES: CO[C:3](=[O:21])[C@H:4]([CH2:6][CH2:7][CH2:8][CH2:9][NH:10][C:11]([O:13][CH2:14][C:15]1[CH:20]=[CH:19][CH:18]=[CH:17][CH:16]=1)=[O:12])[NH2:5].N[C@H](C(O)=O)CCCCN.[CH3:32][N:33]=[C:34]=[S:35]>C(#N)C>[CH2:14]([O:13][C:11]([NH:10][CH2:9][CH2:8][CH2:7][CH2:6][CH:4]1[NH:5][C:34](=[S:35])[N:33]([CH3:32])[C:3]1=[O:21])=[O:12])[C:15]1[CH:16]=[CH:17][CH:18]=[CH:19][CH:20]=1. Procedure details: A solution of Nε-benzyloxycarbonyl-L-lysine methyl ester (4.66 g., 0.016 mol.) (prepared from L-lysine according to the method of Bergmann et al., J. Biol. Chem. 1935, 111, 245) in acetonitrile (20 ml.) was treated with methyl isothiocyanate (1.16 g., 0.016 mol.) and the mixture heated at reflux for 3 hours. The solvent was removed in vacuo and the residual oil triturated with ethanol to give a white solid which recrystallised from ethanol to give the title compound as colourless needles (1.2 g.... Yields the product CC(NC(CCc1ccccc1)C(=O)O)C(=O)N1CC(Oc2ccc(F)cc2)CC1C(=O)O. As a reaction SMILES: [CH2:18]([O:19][C:20]([CH:21]([NH:22][CH:23]([C:24]([OH:25])=[O:26])[CH3:27])[CH2:28][CH2:29][c:30]1[cH:31][cH:32][cH:33][cH:34][cH:35]1)=[O:36])[CH3:37].[CH2:38]([CH3:39])[O:40][C:41](=[O:42])[CH:43]([CH2:44][CH2:45][c:46]1[cH:47][cH:48][cH:49][cH:50][cH:51]1)[NH:52][CH:53]([CH3:54])[C:55](=[O:56])[N:57]1[CH:58]([C:59](=[O:60])[OH:61])[CH2:62][CH:63]([O:65][c:66]2[cH:67][cH:68][c:69]([F:72])[cH:70][cH:71]2)[CH2:64]1.[CH3:76][CH2:77][O:78][C:79](=[O:80])[CH3:81].[CH3:82][C:83](=[O:84])[CH3:85].[Cl:73][CH2:74][Cl:75].[ClH:17].[F:1][c:2]1[cH:3][cH:4][c:5]([O:6][CH:7]2[CH2:8][NH:9][CH:10]([C:11]([OH:12])=[O:13])[CH2:14]2)[cH:15][cH:16]1>>[O:40]=[C:41]([OH:42])[CH:43]([CH2:44][CH2:45][c:46]1[cH:47][cH:48][cH:49][cH:50][cH:51]1)[NH:52][CH:53]([CH3:54])[C:55](=[O:56])[N:57]1[CH:58]([C:59](=[O:60])[OH:61])[CH2:62][CH:63]([O:65][c:66]2[cH:67][cH:68][c:69]([F:72])[cH:70][cH:71]2)[CH2:64]1. Reactants: CCOC(=O)C(CCc1ccccc1)NC(C)C(=O)O, CCOC(=O)C(CCc1ccccc1)NC(C)C(=O)N1CC(Oc2ccc(F)cc2)CC1C(=O)O, CCOC(C)=O, CC(C)=O, ClCCl, Cl, O=C(O)C1CC(Oc2ccc(F)cc2)CN1. Reactants: CCCCS(=O)(=O)c1nccc(-n2cc(C(N)=O)c3ccccc32)n1, CCOC(=O)C1CCC(N)CC1, C1COCCO1. Yields the product CCOC(=O)C1CCC(Nc2nccc(-n3cc(C(N)=O)c4ccccc43)n2)CC1. Reaction SMILES: [CH2:1]([S:2](=[O:3])(=[O:4])[c:8]1[n:9][cH:10][cH:11][c:12](-[n:14]2[cH:15][c:16]([C:23](=[O:24])[NH2:25])[c:17]3[cH:18][cH:19][cH:20][cH:21][c:22]23)[n:13]1)[CH2:5][CH2:6][CH3:7].[CH2:26]([CH3:27])[O:28][C:29](=[O:30])[CH:31]1[CH2:32][CH2:33][CH:34]([NH2:37])[CH2:35][CH2:36]1.[O:38]1[CH2:39][CH2:40][O:41][CH2:42][CH2:43]1>>[c:8]1([NH:37][CH:34]2[CH2:33][CH2:32][CH:31]([C:29]([O:28][CH2:26][CH3:27])=[O:30])[CH2:36][CH2:35]2)[n:9][cH:10][cH:11][c:12](-[n:14]2[cH:15][c:16]([C:23](=[O:24])[NH2:25])[c:17]3[cH:18][cH:19][cH:20][cH:21][c:22]23)[n:13]1. Reactants: ClC=1C=C(C=CC1)[C@@H]([C@H]1CN(CCO1)C(=O)OC(C)(C)C)O ((R)-tert-butyl 2-((S)-(3-chlorophenyl)(hydroxy)methyl)morpholine-4-carboxylate), [H-].[Na+] (NaH), BrCC#N (bromoacetonitrile). The solvent is CC#N (MeCN). Run at time 1 hour. Yields the product ClC=1C=C(C=CC1)[C@@H]([C@H]1CN(CCO1)C(=O)OC(C)(C)C)OCC#N ((R)-tert-butyl 2-((S)-(3-chlorophenyl)(cyanomethoxy)methyl)morpholine-4-carboxylate). RXN SMILES: [Cl:1][C:2]1[CH:3]=[C:4]([C@H:8]([OH:22])[C@@H:9]2[O:14][CH2:13][CH2:12][N:11]([C:15]([O:17][C:18]([CH3:21])([CH3:20])[CH3:19])=[O:16])[CH2:10]2)[CH:5]=[CH:6][CH:7]=1.[H-].[Na+].Br[CH2:26][C:27]#[N:28]>CC#N>[Cl:1][C:2]1[CH:3]=[C:4]([C@H:8]([O:22][CH2:26][C:27]#[N:28])[C@@H:9]2[O:14][CH2:13][CH2:12][N:11]([C:15]([O:17][C:18]([CH3:19])([CH3:21])[CH3:20])=[O:16])[CH2:10]2)[CH:5]=[CH:6][CH:7]=1 |f:1.2|. Procedure: To a solution of (R)-tert-butyl 2-((S)-(3-chlorophenyl)(hydroxy)methyl)morpholine-4-carboxylate (1.3 g, 3.98 mmol) in MeCN (20 mL), NaH (230 mg, 9.55 mmol) was added at 0° C. The mixture was stirred for 1 h at rt. The mixture was cooled to −40° C., and bromoacetonitrile (1.14 g, 9.55 mmol) was added in portions. The mixture was stirred for 0.5 h at −20° C. The solution was evaporated and H2O (50 mL) was added. 1N aq HCl was added and the mixture was extracted with CH2Cl2. The organic layer was w... Reactants: CC1(NC2=CC=C(C=C2C(=C1)C)OS(=O)(=O)C(F)(F)F)C (Trifluoromethanesulfonic acid 2,2,4-trimethyl-1,2-dihydroquinolin-6-yl ester), CSC1=C(C=CC=C1)B(O)O (2-(methylthio)phenylboronic acid), C1(=CC=CC=C1)CCS (2-phenylethanethiol). The product is CC1(NC2=CC=C(C=C2C(=C1)CSCCC1=CC=CC=C1)C1=C(C=CC=C1)SC)C (2,2-Dimethyl-6-(2-methylsulfanylphenyl)-4-phenethylsulfanylmethyl-1,2-dihydroquinoline). RXN SMILES: [CH3:1][C:2]1([CH3:21])[CH:11]=[C:10]([CH3:12])[C:9]2[C:4](=[CH:5][CH:6]=[C:7](OS(C(F)(F)F)(=O)=O)[CH:8]=2)[NH:3]1.[CH3:22][S:23][C:24]1[CH:29]=[CH:28][CH:27]=[CH:26][C:25]=1B(O)O.[C:33]1([CH2:39][CH2:40][SH:41])[CH:38]=[CH:37][CH:36]=[CH:35][CH:34]=1>>[CH3:21][C:2]1([CH3:1])[CH:11]=[C:10]([CH2:12][S:41][CH2:40][CH2:39][C:33]2[CH:38]=[CH:37][CH:36]=[CH:35][CH:34]=2)[C:9]2[C:4](=[CH:5][CH:6]=[C:7]([C:25]3[CH:26]=[CH:27][CH:28]=[CH:29][C:24]=3[S:23][CH3:22])[CH:8]=2)[NH:3]1. Reported procedure: Trifluoromethanesulfonic acid 2,2,4-trimethyl-1,2-dihydroquinolin-6-yl ester was coupled with 2-(methylthio)phenylboronic acid. Bromination and coupling reaction with 2-phenylethanethiol gave 59 mg of the title compound. The reactants are N#CN (cyanamide), O (water), COC=1C=C(C=CC1)CC(C)=O (3-methoxyphenylacetone), P(=O)(Cl)(Cl)Cl (phosphoryl chloride). Reagents/catalysts: [Ti](Cl)(Cl)(Cl)Cl (titanium tetrachloride). Run in CCOCC (ether), C1(=CC=CC=C1)C (toluene). Reaction conditions: temperature 0 celsius, time 1 hour. The product is NC1=NC(=CC2=CC(=CC=C12)OC)C (1-Amino-6-methoxy-3-methyl-isoquinoline). Yield: 17.3%. RXN SMILES: [CH3:1][O:2][C:3]1[CH:4]=[C:5]([CH2:9][C:10](=O)[CH3:11])[CH:6]=[CH:7][CH:8]=1.P(Cl)(Cl)(Cl)=O.[N:18]#[C:19][NH2:20].O>C1(C)C=CC=CC=1.CCOCC.[Ti](Cl)(Cl)(Cl)Cl>[NH2:20][C:19]1[C:6]2[C:5](=[CH:4][C:3]([O:2][CH3:1])=[CH:8][CH:7]=2)[CH:9]=[C:10]([CH3:11])[N:18]=1. Reported procedure: A solution of 2.12 g of 3-methoxyphenylacetone and 1.26 mL of phosphoryl chloride in 45 mL of anhydrous toluene was heated under reflux. After 30 minutes the mixture was cooled to 0° C. and a solution of 0.57 g of cyanamide in 23 mL of anhydrous ether was added dropwise. The reaction mixture was allowed to warm to room temperature and stirred at this temperature for one hour. Then the stirred mixture was cooled to 0° C. and 1.5 mL of titanium tetrachloride was added dropwise. The reaction mixtur... The reactants are FC=1C=CC(=C(C(=O)OCC)C1)S (ethyl 5-fluoro-2-mercaptobenzoate), FC1=C(C=CC=C1)[N+](=O)[O-] (1-fluoro-2-nitrobenzene), C(=O)([O-])[O-].[K+].[K+] (K2CO3). Solvent: CC(=O)C (acetone). Reaction conditions: temperature 60 celsius. The product is FC=1C=CC(=C(C(=O)OCC)C1)SC1=C(C=CC=C1)[N+](=O)[O-] (ethyl 5-fluoro-2-(2-nitrophenylthio)benzoate). Isolated yield 97.9%. As a reaction SMILES: [F:1][C:2]1[CH:3]=[CH:4][C:5]([SH:13])=[C:6]([CH:12]=1)[C:7]([O:9][CH2:10][CH3:11])=[O:8].F[C:15]1[CH:20]=[CH:19][CH:18]=[CH:17][C:16]=1[N+:21]([O-:23])=[O:22].C([O-])([O-])=O.[K+].[K+]>CC(C)=O>[F:1][C:2]1[CH:3]=[CH:4][C:5]([S:13][C:15]2[CH:20]=[CH:19][CH:18]=[CH:17][C:16]=2[N+:21]([O-:23])=[O:22])=[C:6]([CH:12]=1)[C:7]([O:9][CH2:10][CH3:11])=[O:8] |f:2.3.4|. Reported procedure: To a solution of ethyl 5-fluoro-2-mercaptobenzoate (I) (25.0 g, 124.9 mmol) and 1-fluoro-2-nitrobenzene (13.2 mL, 124.9 mmol) in acetone (700 mL) was added K2CO3 (34.5 g, 249.7 mmol) at ambient temperature. The yellow suspension was heated to reflux (60° C.) for 5 hours. The reaction mixture was quenched with 1N HCl (500 mL), diluted with EtOAc (1000 mL) and filtered through a bed of diatomaceous earth. The aqueous layer was removed, the EtOAc layer was washed with 1N HCl (250 mL×2) and brine (2...